This data is from the Open Reaction Database (ORD), a public repository of structured organic reaction records. The task is: describe an organic reaction: reactants, conditions, products, and yield Reactants: CN(C)CCCN, ClCCl, CCCNC(=O)c1ccc(C)c(-c2nc(S(C)=O)nc3c2CNC(=O)N3c2c(F)cccc2F)c1. Yields the product CCCNC(=O)c1ccc(C)c(-c2nc(NCCCN(C)C)nc3c2CNC(=O)N3c2c(F)cccc2F)c1. RXN SMILES: [CH3:36][N:37]([CH2:38][CH2:39][CH2:40][NH2:41])[CH3:42].[Cl:43][CH2:44][Cl:45].[F:1][c:2]1[c:3]([N:9]2[C:10](=[O:35])[NH:11][CH2:12][c:13]3[c:14]2[n:15][c:16]([S:32]([CH3:33])=[O:34])[n:17][c:18]3-[c:19]2[cH:20][c:21]([C:22](=[O:23])[NH:24][CH2:25][CH2:26][CH3:27])[cH:28][cH:29][c:30]2[CH3:31])[c:4]([F:8])[cH:5][cH:6][cH:7]1>>[F:1][c:2]1[c:3]([N:9]2[C:10](=[O:35])[NH:11][CH2:12][c:13]3[c:14]2[n:15][c:16]([NH:41][CH2:40][CH2:39][CH2:38][N:37]([CH3:36])[CH3:42])[n:17][c:18]3-[c:19]2[cH:20][c:21]([C:22](=[O:23])[NH:24][CH2:25][CH2:26][CH3:27])[cH:28][cH:29][c:30]2[CH3:31])[c:4]([F:8])[cH:5][cH:6][cH:7]1. The reactants are ClCC=1OC2=C(C1C)C=CC=C2 (2-chloromethyl-3-methyl-benzofuran), CC1(OB(OC1(C)C)C1=CC=C(C=C1)O)C (4-(4,4,5,5-tetramethyl-[1,3,2]dioxaborolan-2-yl)-phenol). Yields the product CC1=C(OC2=C1C=CC=C2)COC2=CC=C(C=C2)B2OC(C(O2)(C)C)(C)C (3-methyl-2-[4-(4,4,5,5-tetramethyl-[1,3,2]dioxaborolan-2-yl)-phenoxymethyl]-benzofuran). Yield: 44.0%. Reaction SMILES: Cl[CH2:2][C:3]1[O:4][C:5]2[CH:12]=[CH:11][CH:10]=[CH:9][C:6]=2[C:7]=1[CH3:8].[CH3:13][C:14]1([CH3:28])[C:18]([CH3:20])([CH3:19])[O:17][B:16]([C:21]2[CH:26]=[CH:25][C:24]([OH:27])=[CH:23][CH:22]=2)[O:15]1>>[CH3:8][C:7]1[C:6]2[CH:9]=[CH:10][CH:11]=[CH:12][C:5]=2[O:4][C:3]=1[CH2:2][O:27][C:24]1[CH:23]=[CH:22][C:21]([B:16]2[O:17][C:18]([CH3:20])([CH3:19])[C:14]([CH3:28])([CH3:13])[O:15]2)=[CH:26][CH:25]=1. Procedure details: Alkylation of 2-chloromethyl-3-methyl-benzofuran with 4-(4,4,5,5-tetramethyl-[1,3,2]dioxaborolan-2-yl)-phenol was carried out according to Example 136, Step 3, to give 3-methyl-2-[4-(4,4,5,5-tetramethyl-[1,3,2]dioxaborolan-2-yl)-phenoxymethyl]-benzofuran in 44% yield. 1H NMR (400 MHz, CDCl3) δ ppm 1.3 (s, 12 H) 2.3 (s, 3 H) 5.2 (s, 2 H) 7.0 (d, J=8.6 Hz, 2 H) 7.3 (m, 2 H) 7.5 (dd, J=21.6, 7.7 Hz, 2 H) 7.8 (d, J=8.8 Hz, 2 H). Reactants: BrC1=CC=C(C=C1)S(=O)(=O)N1C(=CC2=CC=CC=C12)C=O (1-[(4-bromophenyl)sulfonyl]-1H-indole-2-carbaldehyde), C(CC(=O)O)(=O)O (malonic acid), N1CCCCC1 (piperidine), Cl (hydrochloric acid). Run in N1=CC=CC=C1 (pyridine), O (water). Conditions: temperature 80 celsius, time 3 hour. The product is BrC1=CC=C(C=C1)S(=O)(=O)N1C(=CC2=CC=CC=C12)/C=C/C(=O)O ((2E)-3-{1-[(4-bromophenyl)sulfonyl]-1H-indol-2-yl} acrylic acid). Isolated yield 63.4%. RXN SMILES: [Br:1][C:2]1[CH:7]=[CH:6][C:5]([S:8]([N:11]2[C:19]3[C:14](=[CH:15][CH:16]=[CH:17][CH:18]=3)[CH:13]=[C:12]2[CH:20]=O)(=[O:10])=[O:9])=[CH:4][CH:3]=1.C(O)(=O)[CH2:23][C:24]([OH:26])=[O:25].N1CCCCC1.Cl>N1C=CC=CC=1.O>[Br:1][C:2]1[CH:7]=[CH:6][C:5]([S:8]([N:11]2[C:19]3[C:14](=[CH:15][CH:16]=[CH:17][CH:18]=3)[CH:13]=[C:12]2/[CH:20]=[CH:23]/[C:24]([OH:26])=[O:25])(=[O:9])=[O:10])=[CH:4][CH:3]=1. Procedure: To a solution of 0.41 g of 1-[(4-bromophenyl)sulfonyl]-1H-indole-2-carbaldehyde in 3 mL of pyridine, 0.35 g of malonic acid and 0.02 mL of piperidine were added, and the resulting mixture was stirred at 80° C. for 3 hours. After the solution was allowed to cool, 50 mL of water and concentrated hydrochloric acid were added to adjust the pH to pH3, and the precipitated solid was collected by filtration and washed with ethanol to obtain 0.29 g of (2E)-3-{1-[(4-bromophenyl)sulfonyl]-1H-indol-2-yl} a... Reactants: Cn1nccc1-c1ccc(C(=O)NC(Cc2ccccc2C(F)(F)F)CN(C(=O)[O-])C(C)(C)C)nc1, ClCCl, O=C(O)C(F)(F)F. The product is Cn1nccc1-c1ccc(C(=O)NC(CN)Cc2ccccc2C(F)(F)F)nc1. As a reaction SMILES: [CH3:1][C:2]([N:5]([C:3](=[O:4])[O-:6])[CH2:9][CH:10]([CH2:11][c:12]1[c:13]([C:18]([F:19])([F:20])[F:21])[cH:14][cH:15][cH:16][cH:17]1)[NH:22][C:23](=[O:24])[c:25]1[n:26][cH:27][c:28](-[c:31]2[cH:32][cH:33][n:34][n:35]2[CH3:36])[cH:29][cH:30]1)([CH3:7])[CH3:8].[Cl:44][CH2:45][Cl:46].[F:37][C:38]([F:39])([F:40])[C:41]([OH:42])=[O:43]>>[NH2:5][CH2:9][CH:10]([CH2:11][c:12]1[c:13]([C:18]([F:19])([F:20])[F:21])[cH:14][cH:15][cH:16][cH:17]1)[NH:22][C:23](=[O:24])[c:25]1[n:26][cH:27][c:28](-[c:31]2[cH:32][cH:33][n:34][n:35]2[CH3:36])[cH:29][cH:30]1. The reactants are CO, Cl, CCn1cc(CN2CCOCC2)c2c(OS(=O)(=O)C(C)C)cc(Cc3cnc(N)nc3N)cc21. Yields the product CCn1cc(C)c2c(OS(=O)(=O)C(C)C)cc(Cc3cnc(N)nc3N)cc21. RXN SMILES: [CH3:36][OH:37].[ClH:35].[NH2:1][c:2]1[n:3][cH:4][c:5]([CH2:9][c:10]2[cH:11][c:12]([O:28][S:29](=[O:30])(=[O:31])[CH:32]([CH3:33])[CH3:34])[c:13]3[c:14]([CH2:21][N:22]4[CH2:23][CH2:24][O:25][CH2:26][CH2:27]4)[cH:15][n:16]([CH2:19][CH3:20])[c:17]3[cH:18]2)[c:6]([NH2:8])[n:7]1>>[NH2:1][c:2]1[n:3][cH:4][c:5]([CH2:9][c:10]2[cH:11][c:12]([O:28][S:29](=[O:30])(=[O:31])[CH:32]([CH3:33])[CH3:34])[c:13]3[c:14]([CH3:21])[cH:15][n:16]([CH2:19][CH3:20])[c:17]3[cH:18]2)[c:6]([NH2:8])[n:7]1. Yields the product COCCN1C(=O)CNc2ncc(-c3ccc(C(C)(C)O)nc3)nc21. Reactants: COCCN1C(=O)CNc2ncc(Br)nc21, CC(C)(O)c1ccc([Sn](C)(C)C)cn1, CN(C)C=O. As a reaction SMILES: [Br:1][c:2]1[cH:3][n:4][c:5]2[c:6]([n:7]1)[N:8]([CH2:13][CH2:14][O:15][CH3:16])[C:9](=[O:12])[CH2:10][NH:11]2.[CH3:17][Sn:18]([c:19]1[cH:20][cH:21][c:22]([C:25]([CH3:26])([CH3:27])[OH:28])[n:23][cH:24]1)([CH3:29])[CH3:30].[CH3:31][N:32]([CH3:33])[CH:34]=[O:35]>>[c:2]1(-[c:19]2[cH:20][cH:21][c:22]([C:25]([CH3:26])([CH3:27])[OH:28])[n:23][cH:24]2)[cH:3][n:4][c:5]2[c:6]([n:7]1)[N:8]([CH2:13][CH2:14][O:15][CH3:16])[C:9](=[O:12])[CH2:10][NH:11]2. The reactants are C1(=CC=CS1)C(=O)C1=C(C=C2N1CCC2C(=O)OC(C)C)C (isopropyl 5-(2-thenoyl)-1,2-dihydro-6-methyl-3H-pyrrolo[1,2-a]pyrrole-1-carboxylate), CO (methanol), C([O-])([O-])=O.[K+].[K+] (potassium carbonate). Run in O (water). The product is C1(=CC=CS1)C(=O)C1=C(C=C2N1CCC2C(=O)O)C (5-(2-thenoyl)-1,2-dihydro-6-methyl-3H-pyrrolo[1,2-a]pyrrole-1-carboxylic acid). Reaction SMILES: [C:1]1([C:6]([C:8]2[N:12]3[CH2:13][CH2:14][CH:15]([C:16]([O:18]C(C)C)=[O:17])[C:11]3=[CH:10][C:9]=2[CH3:22])=[O:7])[S:5][CH:4]=[CH:3][CH:2]=1.CO.C(=O)([O-])[O-].[K+].[K+]>O>[C:1]1([C:6]([C:8]2[N:12]3[CH2:13][CH2:14][CH:15]([C:16]([OH:18])=[O:17])[C:11]3=[CH:10][C:9]=2[CH3:22])=[O:7])[S:5][CH:4]=[CH:3][CH:2]=1 |f:2.3.4|. Procedure: A solution of 500 mg. of isopropyl 5-(2-thenoyl)-1,2-dihydro-6-methyl-3H-pyrrolo[1,2-a]pyrrole-1-carboxylate in 15 ml. of methanol is treated with a solution of 1.05 g. of potassium carbonate in 8 ml. of water. The reaction mixture is refluxed under nitrogen atmosphere for 3 hours, cooled, and evaporated to dryness. The residue is taken up in 10 ml. of 10% aqueous hydrochloric acid and 50 ml. of water and the resultant mixture extracted with ethyl acetate (3 × 50 ml.). The combined extracts are ...